This data is from the Open Reaction Database (ORD), a public repository of structured organic reaction records. The task is: describe an organic reaction: reactants, conditions, products, and yield Solvent: C1CCOC1 (THF). The reactants are C1(CCC1)N1CCN(CCC1)C(=O)N1CC(C1)O (1-[(4-cyclobutyl-1,4-diazepan-1-yl)carbonyl]azetidin-3-ol), [H-].[Na+] (NaH), BrCC1=CC=C(C=C1)Cl (1-(bromomethyl)-4-chlorobenzene). The product is ClC1=CC=C(COC2CN(C2)C(=O)N2CCN(CCC2)C2CCC2)C=C1 (1-({3-[(4-chlorobenzyl)oxy]azetidin-1-yl}carbonyl)-4-cyclobutyl-1,4-diazepane). RXN SMILES: [CH:1]1([N:5]2[CH2:11][CH2:10][CH2:9][N:8]([C:12]([N:14]3[CH2:17][CH:16]([OH:18])[CH2:15]3)=[O:13])[CH2:7][CH2:6]2)[CH2:4][CH2:3][CH2:2]1.[H-].[Na+].Br[CH2:22][C:23]1[CH:28]=[CH:27][C:26]([Cl:29])=[CH:25][CH:24]=1>C1COCC1>[Cl:29][C:26]1[CH:27]=[CH:28][C:23]([CH2:22][O:18][CH:16]2[CH2:15][N:14]([C:12]([N:8]3[CH2:9][CH2:10][CH2:11][N:5]([CH:1]4[CH2:4][CH2:3][CH2:2]4)[CH2:6][CH2:7]3)=[O:13])[CH2:17]2)=[CH:24][CH:25]=1 |f:1.2|. Reaction conditions: temperature 80 celsius. Isolated yield 51.9%. Reported procedure: To a stirred solution of 1-[(4-cyclobutyl-1,4-diazepan-1-yl)carbonyl]azetidin-3-ol (40 mg, 0.158 mmol) in THF (3 mL) was added NaH (13 mg, 0.316 mmol, 60% in mineral oil). The suspension was stirred at RT for 1 h before 1-(bromomethyl)-4-chlorobenzene (65 mg, 0.316 mmol) was added in one portion. The resulting mixture was heated at 80° C. for 1 H, cooled to RT and concentrated at reduced pressure. The crude residue was dissolved in MeOH and filtered through a short pad of silica before purificat... Reactants: C1(CCCCC1)P(C1=C(C=CC=C1)C=1C(=CC=CC1)N(C)C)C1CCCCC1 (2′-(dicyclohexylphosphino)-N,N-dimethylbiphenyl-2-amine), CC(C)([O-])C.[Na+] (sodium tert-butoxide), C(C1=CC=CC=C1)OC1=NC=CC=C1Br (2-(benzyloxy)-3-bromopyridine), N1(CCNCC1)C(=O)OCC1=CC=CC=C1 (benzyl piperazine-1-carboxylate). The reagents and catalysts are C1(=CC=CC=C1)\C=C\C(\C=C\C1=CC=CC=C1)=O.[Pd] ((1E,4E)-1,5-diphenylpenta-1,4-dien-3-one palladium). The solvent is C1(=CC=CC=C1)C (toluene), O (water). Run at temperature 80 celsius, time 20 minute. Product: C(C1=CC=CC=C1)OC1=NC=CC=C1N1CCN(CC1)C(=O)OCC1=CC=CC=C1 (Benzyl 4-[2-(benzyloxy)pyridin-3-yl]piperazine-1-carboxylate). The yield is 54.4%. RXN SMILES: C1(P(C2CCCCC2)C2C=CC=CC=2C2C(N(C)C)=CC=CC=2)CCCCC1.[CH2:29]([O:36][C:37]1[C:42](Br)=[CH:41][CH:40]=[CH:39][N:38]=1)[C:30]1[CH:35]=[CH:34][CH:33]=[CH:32][CH:31]=1.[N:44]1([C:50]([O:52][CH2:53][C:54]2[CH:59]=[CH:58][CH:57]=[CH:56][CH:55]=2)=[O:51])[CH2:49][CH2:48][NH:47][CH2:46][CH2:45]1.CC(C)([O-])C.[Na+]>C1(C)C=CC=CC=1.O.C1(/C=C/C(=O)/C=C/C2C=CC=CC=2)C=CC=CC=1.[Pd]>[CH2:29]([O:36][C:37]1[C:42]([N:47]2[CH2:46][CH2:45][N:44]([C:50]([O:52][CH2:53][C:54]3[CH:59]=[CH:58][CH:57]=[CH:56][CH:55]=3)=[O:51])[CH2:49][CH2:48]2)=[CH:41][CH:40]=[CH:39][N:38]=1)[C:30]1[CH:35]=[CH:34][CH:33]=[CH:32][CH:31]=1 |f:3.4,7.8|. Procedure details: To a stirred suspension of 0.011 g (0.012 mmol) of (1E,4E)-1,5-diphenylpenta-1,4-dien-3-one-palladium (3:2) in 3 mL of anhydrous toluene under an atmosphere of nitrogen was added 0.015 g (0.037 mmol) of 2′-(dicyclohexylphosphino)-N,N-dimethylbiphenyl-2-amine and the resulting mixture was allowed to stir for 20 min. Next, 0.11 g (0.41 mmol) of 2-(benzyloxy)-3-bromopyridine was added followed by 0.11 g (0.49 mmol) of benzyl piperazine-1-carboxylate and 0.059 g (0.61 mmol) of sodium tert-butoxide. ... Reactants: ClC1=CC(=C(C=C1)CCO)C(F)(F)F (2-(4-chloro-2-trifluoromethylphenyl)-ethanol), CC(=O)C.OS(=O)(=O)O.O=[Cr](=O)=O (Jones reagent), solution. Solvent: CC(=O)C (acetone), OS(=O)(=O)O (H2SO4). Conditions: time 25 minute. The product is ClC1=CC(=C(C=C1)CC(=O)O)C(F)(F)F ((4-Chloro-2-trifluoromethylphenyl)-acetic acid). As a reaction SMILES: [Cl:1][C:2]1[CH:7]=[CH:6][C:5]([CH2:8][CH2:9][OH:10])=[C:4]([C:11]([F:14])([F:13])[F:12])[CH:3]=1.CC(C)=[O:17].OS(O)(=O)=O.O=[Cr](=O)=O>CC(C)=O.OS(O)(=O)=O>[Cl:1][C:2]1[CH:7]=[CH:6][C:5]([CH2:8][C:9]([OH:17])=[O:10])=[C:4]([C:11]([F:12])([F:13])[F:14])[CH:3]=1 |f:1.2.3|. Procedure: To a solution of 2-(4-chloro-2-trifluoromethylphenyl)-ethanol in acetone (50 mL) at 0° C. was added dropwise a solution of Jones reagent (40.3 mL of a 2.67 M solution in H2SO4). After 25 min, the mixture was poured onto Et2O/H2O and the layers were separated. The organic layer was washed with H2O and brine, dried (MgSO4) and the solvent was removed in vacuo. The resultant orange solid was crystallized from hexane and heptane to furnish the title compound as a solid which showed: 1H NMR (300 MHz,... The reactants are CC(=O)C(=[N+]=[N-])C(=O)N(Cc1ccccc1)C(N)C(O)C(Cc1ccccc1)C(=O)OCc1ccccc1, C1CCOC1, ClCCl, [Li+], [OH-], O, O. Product: [N-]=[N+]=CC(=O)N(Cc1ccccc1)C(N)C(O)C(Cc1ccccc1)C(=O)OCc1ccccc1. RXN SMILES: [C:1](=[O:2])([O:3][CH2:4][c:5]1[cH:6][cH:7][cH:8][cH:9][cH:10]1)[CH:11]([CH:12]([CH:13]([N:14]([C:15]([C:16]([C:17](=[O:18])[CH3:19])=[N+:20]=[N-:21])=[O:22])[CH2:23][c:24]1[cH:25][cH:26][cH:27][cH:28][cH:29]1)[NH2:30])[OH:31])[CH2:32][c:33]1[cH:34][cH:35][cH:36][cH:37][cH:38]1.[CH2:41]1[O:42][CH2:43][CH2:44][CH2:45]1.[Cl:48][CH2:49][Cl:50].[Li+:40].[OH-:39].[OH2:46].[OH2:47]>>[C:1](=[O:2])([O:3][CH2:4][c:5]1[cH:6][cH:7][cH:8][cH:9][cH:10]1)[CH:11]([CH:12]([CH:13]([N:14]([C:15]([CH:16]=[N+:20]=[N-:21])=[O:22])[CH2:23][c:24]1[cH:25][cH:26][cH:27][cH:28][cH:29]1)[NH2:30])[OH:31])[CH2:32][c:33]1[cH:34][cH:35][cH:36][cH:37][cH:38]1. Starting materials: Cl (HCl), [OH-].[Na+] (NaOH), N1(CCNCC1)C(=O)OC(C)(C)C (tert-butyl piperazine-1-carboxylate), N(=O)[O-].[Na+] (Sodium nitrite). Solvent: O (water), ClCCl (Dichloromethane). Yields the product N(=O)N1CCN(CC1)C(=O)OC(C)(C)C (tert-butyl 4-nitrosopiperazine-1-carboxylate). RXN SMILES: Cl.[N:2]1([C:8]([O:10][C:11]([CH3:14])([CH3:13])[CH3:12])=[O:9])[CH2:7][CH2:6][NH:5][CH2:4][CH2:3]1.[N:15]([O-])=[O:16].[Na+].[OH-].[Na+]>O.ClCCl>[N:15]([N:5]1[CH2:6][CH2:7][N:2]([C:8]([O:10][C:11]([CH3:14])([CH3:13])[CH3:12])=[O:9])[CH2:3][CH2:4]1)=[O:16] |f:2.3,4.5|. Procedure: In a 500 mL round-bottomed flask, 6N aqueous HCl (30 mL) was cooled to −10° C., and tert-butyl piperazine-1-carboxylate (10 g) was added. Sodium nitrite (4.5 g) dissolved in 35 ml water was added slowly. NaOH (10 g in 20 mL water) was used to neutralize the solution. Dichloromethane (3×50 mL) was used to extract the product. After drying over Na2SO4 and filtration, the solution was concentrated. The crude product was added to a silica gel column (Analogix, SF65-400 g,) and purified by eluting wi... Reactants: CN(C)c1ccc(-c2nc3c(N4CCNCC4)c(Br)cnc3[nH]2)cc1, C1CNCCN1, C1CCOC1, CN1CCCC1, C=C(C)OC(=O)Nc1nccs1. The product is CN(C)c1ccc(-c2nc3c(N4CCN(C(=O)Nc5nccs5)CC4)c(Br)cnc3[nH]2)cc1. As a reaction SMILES: [Br:13][c:14]1[c:15]([N:32]2[CH2:33][CH2:34][NH:35][CH2:36][CH2:37]2)[c:16]2[c:17]([n:18][cH:19]1)[nH:20][c:21](-[c:23]1[cH:24][cH:25][c:26]([N:27]([CH3:28])[CH3:29])[cH:30][cH:31]1)[n:22]2.[CH2:44]1[NH:45][CH2:46][CH2:47][NH:48][CH2:49]1.[CH2:50]1[O:51][CH2:52][CH2:53][CH2:54]1.[CH3:38][N:39]1[CH2:40][CH2:41][CH2:42][CH2:43]1.[s:1]1[c:2]([NH:6][C:7]([O:8][C:9]([CH3:10])=[CH2:11])=[O:12])[n:3][cH:4][cH:5]1>>[s:1]1[c:2]([NH:6][C:7](=[O:12])[N:35]2[CH2:34][CH2:33][N:32]([c:15]3[c:14]([Br:13])[cH:19][n:18][c:17]4[c:16]3[n:22][c:21](-[c:23]3[cH:24][cH:25][c:26]([N:27]([CH3:28])[CH3:29])[cH:30][cH:31]3)[nH:20]4)[CH2:37][CH2:36]2)[n:3][cH:4][cH:5]1. The reactants are NC=1C(=CC2=C(N(C(CN(C2)CC)=O)CC)C1)OC (8-Amino-1,4-diethyl-7-methoxy-1,3,4,5-tetrahydro-benzo[e][1,4]diazepin-2-one), ( M ), ClC1=NC=C(C(=N1)NC1=C(C=C(C=C1)OC)N1N=CC=C1)Cl ((2,5-Dichloro-pyrimidin-4-yl)-(4-methoxy-2-pyrazol-1-yl-phenyl)-amine), example 730. The product is ClC=1C(=NC(=NC1)NC=1C(=CC2=C(N(C(CN(C2)CC)=O)C)C1)OC)NC1=C(C=C(C=C1)OC)N1N=CC=C1 (8-[5-Chloro-4-(4-methoxy-2-pyrazol-1-yl-phenylamino)-pyrimidin-2-ylamino]-4-ethyl-7-methoxy-1-methyl-1,3,4,5-tetrahydro-benzo[e][1,4]diazepin-2-one). Reaction SMILES: [NH2:1][C:2]1[C:3]([O:18][CH3:19])=[CH:4][C:5]2[CH2:11][N:10]([CH2:12][CH3:13])[CH2:9][C:8](=[O:14])[N:7]([CH2:15]C)[C:6]=2[CH:17]=1.Cl[C:21]1[N:26]=[C:25]([NH:27][C:28]2[CH:33]=[CH:32][C:31]([O:34][CH3:35])=[CH:30][C:29]=2[N:36]2[CH:40]=[CH:39][CH:38]=[N:37]2)[C:24]([Cl:41])=[CH:23][N:22]=1>>[Cl:41][C:24]1[C:25]([NH:27][C:28]2[CH:33]=[CH:32][C:31]([O:34][CH3:35])=[CH:30][C:29]=2[N:36]2[CH:40]=[CH:39][CH:38]=[N:37]2)=[N:26][C:21]([NH:1][C:2]2[C:3]([O:18][CH3:19])=[CH:4][C:5]3[CH2:11][N:10]([CH2:12][CH3:13])[CH2:9][C:8](=[O:14])[N:7]([CH3:15])[C:6]=3[CH:17]=2)=[N:22][CH:23]=1. Procedure details: The title compound was prepared from 8-Amino-1,4-diethyl-7-methoxy-1,3,4,5-tetrahydro-benzo[e][1,4]diazepin-2-one and (2,5-Dichloro-pyrimidin-4-yl)-(4-methoxy-2-pyrazol-1-yl-phenyl)-amine in an analogous manner to example 730 (0.071 g, 48%). Mp 105-107° C.; LCMS (m/e) 549 (M); 1H-NMR (DMSO, 400 MHz) δ 9.85 (s, 1H), 8.25 (s, 1H), 8.11 (s, 1H), 7.97-7.94 (d, 1H, J=9.10 Hz), 7.92 (s, 1H), 7.85 (s, 1H), 7.82 (s, 1H), 7.16 (m, 1H), 7.03 (s, 1H), 6.83-6.80 (d, 1H, J=9.34 Hz), 6.53 (s, 1H), 3.84 (s, 3H... Starting materials: COC(=O)[C@H]1N(CC=2C=C3C(=CC2C1)OC[C@@H](O3)C3=CC=C(C=C3)OCC3=CC(=C(C=C3)Cl)Cl)C(=O)OC(C)(C)C ((3S,8S)-3-[4-(3,4-Dichloro-benzyloxy)-phenyl]-2,3,8,9-tetrahydro-6H-[1,4]dioxino[2,3-g]isoquinoline-7,8-dicarboxylic acid 7-tert-butyl ester 8-methyl ester), C(C)(C)(C)OC(=O)N1CC=2C=C3C(=CC2C[C@H]1C(=O)O)OC[C@@H](O3)C3=CC=C(C=C3)OCC3=CC(=C(C=C3)Cl)Cl ((3S,8S)-3-[4-(3,4-dichloro-benzyloxy)-phenyl]-2,3,8,9-tetrahydro-6H-[1,4]dioxino[2,3-g]isoquinoline-7,8-dicarboxylic acid 7-tert-butyl ester), Cl.COC([C@H](CC1=CC=C(C=C1)C1=CC=C(C=C1)C#N)N)=O ((S)-2-amino-3-(4′-cyano-biphenyl-4-yl)-propionic acid methyl ester hydrochloride). The product is C(C)(C)(C)OC(=O)N1CC=2C=C3C(=CC2C[C@H]1C(N[C@@H](CC1=CC=C(C=C1)C1=CC=C(C=C1)C#N)C(=O)OC)=O)OC[C@@H](O3)C3=CC=C(C=C3)OCC3=CC(=C(C=C3)Cl)Cl ((3S,8S)-8-[(S)-2-(4′-cyano-biphenyl-4-yl)-1-methoxycarbonyl-ethylcarbamoyl]-3-[4-(3,4-dichloro-benzyloxy)-phenyl]-2,3,8,9-tetrahydro-6H-[1,4]dioxino[2,3-g]isoquinoline-7-carboxylic acid tert-butyl ester). The yield is 77.3%. As a reaction SMILES: COC([C@@H]1CC2C=C3OC[C@H](C4C=CC(OCC5C=CC(Cl)=C(Cl)C=5)=CC=4)OC3=CC=2CN1C(OC(C)(C)C)=O)=O.[C:42]([O:46][C:47]([N:49]1[C@H:58]([C:59]([OH:61])=O)[CH2:57][C:56]2[CH:55]=[C:54]3[O:62][CH2:63][C@H:64]([C:66]4[CH:71]=[CH:70][C:69]([O:72][CH2:73][C:74]5[CH:79]=[CH:78][C:77]([Cl:80])=[C:76]([Cl:81])[CH:75]=5)=[CH:68][CH:67]=4)[O:65][C:53]3=[CH:52][C:51]=2[CH2:50]1)=[O:48])([CH3:45])([CH3:44])[CH3:43].Cl.[CH3:83][O:84][C:85](=[O:103])[C@@H:86]([NH2:102])[CH2:87][C:88]1[CH:93]=[CH:92][C:91]([C:94]2[CH:99]=[CH:98][C:97]([C:100]#[N:101])=[CH:96][CH:95]=2)=[CH:90][CH:89]=1>>[C:42]([O:46][C:47]([N:49]1[C@H:58]([C:59](=[O:61])[NH:102][C@H:86]([C:85]([O:84][CH3:83])=[O:103])[CH2:87][C:88]2[CH:89]=[CH:90][C:91]([C:94]3[CH:99]=[CH:98][C:97]([C:100]#[N:101])=[CH:96][CH:95]=3)=[CH:92][CH:93]=2)[CH2:57][C:56]2[CH:55]=[C:54]3[O:62][CH2:63][C@H:64]([C:66]4[CH:71]=[CH:70][C:69]([O:72][CH2:73][C:74]5[CH:79]=[CH:78][C:77]([Cl:80])=[C:76]([Cl:81])[CH:75]=5)=[CH:68][CH:67]=4)[O:65][C:53]3=[CH:52][C:51]=2[CH2:50]1)=[O:48])([CH3:43])([CH3:44])[CH3:45] |f:2.3|. Procedure: (3S,8S)-3-[4-(3,4-Dichloro-benzyloxy)-phenyl]-2,3,8,9-tetrahydro-6H-[1,4]dioxino[2,3-g]isoquinoline-7,8-dicarboxylic acid 7-tert-butyl ester 8-methyl ester (708 mg) was hydrolyzed according to General Procedure B and the resulting (3S,8S)-3-[4-(3,4-dichloro-benzyloxy)-phenyl]-2,3,8,9-tetrahydro-6H-[1,4]dioxino[2,3-g]isoquinoline-7,8-dicarboxylic acid 7-tert-butyl ester (670 mg) was coupled with (S)-2-amino-3-(4′-cyano-biphenyl-4-yl)-propionic acid methyl ester hydrochloride (363 mg) according to... Starting materials: Cn1cc(-c2cc(F)c3nnc(C(F)(F)c4ccc5ncc(OCc6ccccc6)cc5c4)n3c2)cn1, CO, ClCCl, O=C(O)C(F)(F)F. The product is Cn1cc(-c2cc(F)c3nnc(C(F)(F)c4ccc5ncc(O)cc5c4)n3c2)cn1. As a reaction SMILES: [CH2:1]([c:2]1[cH:3][cH:4][cH:5][cH:6][cH:7]1)[O:8][c:9]1[cH:10][n:11][c:12]2[cH:13][cH:14][c:15]([C:19]([c:20]3[n:21][n:22][c:23]4[n:24]3[cH:25][c:26](-[c:30]3[cH:31][n:32][n:33]([CH3:35])[cH:34]3)[cH:27][c:28]4[F:29])([F:36])[F:37])[cH:16][c:17]2[cH:18]1.[CH3:48][OH:49].[Cl:45][CH2:46][Cl:47].[OH:38][C:39]([C:40]([F:41])([F:42])[F:43])=[O:44]>>[OH:8][c:9]1[cH:10][n:11][c:12]2[cH:13][cH:14][c:15]([C:19]([c:20]3[n:21][n:22][c:23]4[n:24]3[cH:25][c:26](-[c:30]3[cH:31][n:32][n:33]([CH3:35])[cH:34]3)[cH:27][c:28]4[F:29])([F:36])[F:37])[cH:16][c:17]2[cH:18]1.